Dataset: the Open Reaction Database (ORD), a public repository of structured organic reaction records. Task: describe an organic reaction: reactants, conditions, products, and yield The reactants are C(C1=CC=CC=C1)N(C[C@@H](COC1=CC=CC=C1)O)[C@@H](CC1=CC=C(C=C1)NC(=O)NCC)CO (N-[4-[(2S)-2-[N-benzyl-N-[(2S)-2-hydroxy-3-phenoxypropyl]amino]-3-hydroxypropyl]phenyl]-N′-ethylurea). The reagents and catalysts are [Pd] (palladium on carbon). Solvent: CO (methanol). The product is C(C)NC(=O)NC1=CC=C(C=C1)C[C@@H](CO)NC[C@@H](COC1=CC=CC=C1)O (N-ethyl-N′-[4-[(2S)-3-hydroxy-2-[[(2S)-2-hydroxy-3-phenoxypropyl]amino]-propyl]phenyl]urea). Isolated yield 64.2%. Reaction SMILES: C([N:8]([C@H:20]([CH2:34][OH:35])[CH2:21][C:22]1[CH:27]=[CH:26][C:25]([NH:28][C:29]([NH:31][CH2:32][CH3:33])=[O:30])=[CH:24][CH:23]=1)[CH2:9][C@H:10]([OH:19])[CH2:11][O:12][C:13]1[CH:18]=[CH:17][CH:16]=[CH:15][CH:14]=1)C1C=CC=CC=1>CO.[Pd]>[CH2:32]([NH:31][C:29]([NH:28][C:25]1[CH:24]=[CH:23][C:22]([CH2:21][C@H:20]([NH:8][CH2:9][C@H:10]([OH:19])[CH2:11][O:12][C:13]2[CH:14]=[CH:15][CH:16]=[CH:17][CH:18]=2)[CH2:34][OH:35])=[CH:27][CH:26]=1)=[O:30])[CH3:33]. Procedure: A solution of N-[4-[(2S)-2-[N-benzyl-N-[(2S)-2-hydroxy-3-phenoxypropyl]amino]-3-hydroxypropyl]phenyl]-N′-ethylurea (73 mg) in methanol (1.5 ml) was hydrogenated (1 atm) over 10% palladium on carbon (11 mg) at room temperature for 12 hours. After the catalyst was filtered off, the filtrate was concentrated and the residue was purified by column chromatography (silica gel, chloroform/methanol) followed by recrystallization from ehtanol/hexane to give N-ethyl-N′-[4-[(2S)-3-hydroxy-2-[[(2S)-2-hydrox... Starting materials: BrC=1C(=NC=CC1)S(=O)(=O)CCCCl (3-bromo-2-((chloropropyl)sulfonyl)pyridine), CC(C)(C)[O-].[K+] (t-BuOK). Solvent: C1CCOC1 (THF). Reaction conditions: time 30 minute. Product: BrC=1C(=NC=CC1)S(=O)(=O)C1CC1 (3-Bromo-2-(cyclopropylsulfonyl)pyridine). Isolated yield 152.6%. As a reaction SMILES: [Br:1][C:2]1[C:3]([S:8]([CH2:11][CH2:12][CH2:13]Cl)(=[O:10])=[O:9])=[N:4][CH:5]=[CH:6][CH:7]=1.CC([O-])(C)C.[K+]>C1COCC1>[Br:1][C:2]1[C:3]([S:8]([CH:11]2[CH2:13][CH2:12]2)(=[O:10])=[O:9])=[N:4][CH:5]=[CH:6][CH:7]=1 |f:1.2|. Procedure: To a solution of 3-bromo-2-((chloropropyl)sulfonyl)pyridine (0.05 g, 89% purity, 0.2 mmol) in THF (20 mL) was added t-BuOK (0.047 g, 0.42 mmol) at −38° C. and the mixture was stirred for an additional 30 minutes. The reaction was quenched by adding saturated NH4Cl aqueous solution (2.5 mL) and concentrated to dryness. The resultant residue was diluted with water (10 mL) and extracted with DCM (2×10 mL). The combined organic extracts were dried over MgSO4, and concentrated to dryness to give the ... Reactants: C([O-])([O-])=O.[Na+].[Na+] (sodium carbonate), CN(C=O)C (N,N-Dimethyl formamide), P(=O)(Cl)(Cl)Cl (phosphorus oxychloride), NC1=NC(=NC2=CC(=C(C=C12)OCC1=CC=CC=C1)OC)O (4-amino-6-benzyloxy-2-hydroxy-7-methoxyquinazoline). Solvent: C(C)(C)O (isopropanol), C(C)(=O)OCC (ethyl acetate). Run at temperature 90 celsius, time 10 minute. Product: NC1=NC(=NC2=CC(=C(C=C12)OCC1=CC=CC=C1)OC)Cl (4-Amino-6-benzyloxy-2-chloro-7-methoxyquinazoline). The yield is 26.7%. RXN SMILES: CN(C)C=O.P(Cl)(Cl)([Cl:8])=O.[NH2:11][C:12]1[C:21]2[C:16](=[CH:17][C:18]([O:30][CH3:31])=[C:19]([O:22][CH2:23][C:24]3[CH:29]=[CH:28][CH:27]=[CH:26][CH:25]=3)[CH:20]=2)[N:15]=[C:14](O)[N:13]=1.C(=O)([O-])[O-].[Na+].[Na+]>C(O)(C)C.C(OCC)(=O)C>[NH2:11][C:12]1[C:21]2[C:16](=[CH:17][C:18]([O:30][CH3:31])=[C:19]([O:22][CH2:23][C:24]3[CH:29]=[CH:28][CH:27]=[CH:26][CH:25]=3)[CH:20]=2)[N:15]=[C:14]([Cl:8])[N:13]=1 |f:3.4.5|. Procedure: N,N-Dimethyl formamide (7.9 ml, 0.10 mol) was added dropwise to phosphorus oxychloride (47.9 ml, 0.52 mol) with stirring. After 10 minutes, 4-amino-6-benzyloxy-2-hydroxy-7-methoxyquinazoline (16.4 g, 0.055 mol) was added portionwise and the resulting mixture heated at 90° C. for 1.5 hours, then cooled and poured into ethyl acetate (750 ml). The mixture was neutralised by the portionwise addition of aqueous sodium carbonate and the phases were separated. The organic layer was evaporated to drynes... The reactants are OCCBr, O=C([O-])[O-], CCOC(C)=O, Cc1ccc2c(c1C)N(C(=O)OC(C)C)CCCC2N(Cc1cc(C(F)(F)F)cc(C(F)(F)F)c1)c1nnn[nH]1, [K+], [K+], CN(C)C=O, O. The product is Cc1ccc2c(c1C)N(C(=O)OC(C)C)CCCC2N(Cc1cc(C(F)(F)F)cc(C(F)(F)F)c1)c1nnn(CCO)n1. As a reaction SMILES: [Br:7][CH2:8][CH2:9][OH:10].[C:1](=[O:2])([O-:3])[O-:4].[CH3:57][CH2:58][O:59][C:60](=[O:61])[CH3:62].[F:11][C:12]([c:13]1[cH:14][c:15]([CH2:16][N:17]([CH:18]2[c:19]3[c:20]([c:31]([CH3:36])[c:32]([CH3:35])[cH:33][cH:34]3)[N:21]([C:25](=[O:26])[O:27][CH:28]([CH3:29])[CH3:30])[CH2:22][CH2:23][CH2:24]2)[c:37]2[n:38][n:39][n:40][nH:41]2)[cH:42][c:43]([C:45]([F:46])([F:47])[F:48])[cH:44]1)([F:49])[F:50].[K+:5].[K+:6].[O:52]=[CH:53][N:54]([CH3:55])[CH3:56].[OH2:51]>>[CH2:8]([CH2:9][OH:10])[n:40]1[n:39][n:38][c:37]([N:17]([CH2:16][c:15]2[cH:14][c:13]([C:12]([F:11])([F:49])[F:50])[cH:44][c:43]([C:45]([F:46])([F:47])[F:48])[cH:42]2)[CH:18]2[c:19]3[c:20]([c:31]([CH3:36])[c:32]([CH3:35])[cH:33][cH:34]3)[N:21]([C:25](=[O:26])[O:27][CH:28]([CH3:29])[CH3:30])[CH2:22][CH2:23][CH2:24]2)[n:41]1. The reactants are FC1=CNC=C1F (3,4-difluoro-1H-pyrrole), FC1=CNC=C1F (3,4-difluoro-1H-pyrrole), CC(=O)[O-].[Na+] (NaOAc), CN(C)C=O (DMF), ice water, O=P(Cl)(Cl)Cl (POCl3). Solvent: C(Cl)Cl (DCM), O (water), C(Cl)Cl (DCM), ice water. Reaction conditions: time 10 minute. The product is FC1=C(NC=C1F)C=O (3,4-Difluoro-1H-pyrrole-2-carbaldehyde). As a reaction SMILES: CN([CH:4]=[O:5])C.O=P(Cl)(Cl)Cl.[F:11][C:12]1[C:16]([F:17])=[CH:15][NH:14][CH:13]=1.CC([O-])=O.[Na+]>C(Cl)Cl.O>[F:11][C:12]1[C:16]([F:17])=[CH:15][NH:14][C:13]=1[CH:4]=[O:5] |f:3.4|. Reported procedure: DMF (4.3 ml) was cooled in ice-water bath under N2 and POCl3 (5.2 ml) was added dropwise. The mixture was stirred at room temperature for 10 min. The ice-water bath was replaced, and the mixture was diluted with DCM (45 ml). A solution of 3,4-difluoro-1H-pyrrole (Intermediate 18; 4.57 g) in DCM (45 ml) was added dropwise. The mixture was refluxed for 30 min, cooled to room temperature and a solution of NaOAc (23 g) in water (60 ml) was added slowly. The resulting mixture was refluxed for 30 min,... Procedure details: To a solution of (3,5-dichloro-4-hydroxy-phenyl)-carbamic acid tert-butyl ester (1.0 g) and potassium carbonate (0.55 g) in toluene (20 mL) is added ethylene carbonate (1.6 g) and the mixture is heated to reflux for 3 hours. To the cooled reaction mixture is added 2.5 M aqueous sodium hydroxide (50 mL), and the separated organic layer is then washed successively with water, then saturated aqueous sodium chloride, and then dried over anhydrous sodium sulfate. The solvent is then removed by evapor... Starting materials: [OH-].[Na+] (sodium hydroxide), C(C)(C)(C)OC(NC1=CC(=C(C(=C1)Cl)O)Cl)=O ((3,5-dichloro-4-hydroxy-phenyl)-carbamic acid tert-butyl ester), C([O-])([O-])=O.[K+].[K+] (potassium carbonate), C1(OCCO1)=O (ethylene carbonate). Reaction SMILES: [C:1]([O:5][C:6](=[O:17])[NH:7][C:8]1[CH:13]=[C:12]([Cl:14])[C:11]([OH:15])=[C:10]([Cl:16])[CH:9]=1)([CH3:4])([CH3:3])[CH3:2].C(=O)([O-])[O-].[K+].[K+].C1(=O)O[CH2:27][CH2:26][O:25]1.[OH-].[Na+]>C1(C)C=CC=CC=1>[C:1]([O:5][C:6](=[O:17])[NH:7][C:8]1[CH:13]=[C:12]([Cl:14])[C:11]([O:15][CH2:27][CH2:26][OH:25])=[C:10]([Cl:16])[CH:9]=1)([CH3:4])([CH3:2])[CH3:3] |f:1.2.3,5.6|. Product: C(C)(C)(C)OC(NC1=CC(=C(C(=C1)Cl)OCCO)Cl)=O ([3,5-Dichloro-4-(2-hydroxy-ethoxy)-phenyl]-carbamic acid tert-butyl ester). Run in C1(=CC=CC=C1)C (toluene).